Dataset: the Open Reaction Database (ORD), a public repository of structured organic reaction records. Task: describe an organic reaction: reactants, conditions, products, and yield The reactants are [Li]CCCC, CN(C)CCN(C)C, C[Si](C)(C)CCOCn1ccc2cccnc21, CCCCCC, O=C(CC1CCCC1)c1ccc(Cl)c(Cl)c1, C1CCOC1. Product: C[Si](C)(C)CCOCn1c(C(O)(CC2CCCC2)c2ccc(Cl)c(Cl)c2)cc2cccnc21. RXN SMILES: [CH2:1]([Li:2])[CH2:3][CH2:4][CH3:5].[CH3:12][N:13]([CH3:14])[CH2:15][CH2:16][N:17]([CH3:18])[CH3:19].[CH3:20][Si:21]([CH2:22][CH2:23][O:24][CH2:25][n:26]1[cH:27][cH:28][c:29]2[c:30]1[n:31][cH:32][cH:33][cH:34]2)([CH3:35])[CH3:36].[CH3:6][CH2:7][CH2:8][CH2:9][CH2:10][CH3:11].[CH:37]1([CH2:42][C:43](=[O:44])[c:45]2[cH:46][c:47]([Cl:52])[c:48]([Cl:51])[cH:49][cH:50]2)[CH2:38][CH2:39][CH2:40][CH2:41]1.[O:53]1[CH2:54][CH2:55][CH2:56][CH2:57]1>>[CH3:20][Si:21]([CH2:22][CH2:23][O:24][CH2:25][n:26]1[c:27]([C:43]([CH2:42][CH:37]2[CH2:38][CH2:39][CH2:40][CH2:41]2)([OH:44])[c:45]2[cH:46][c:47]([Cl:52])[c:48]([Cl:51])[cH:49][cH:50]2)[cH:28][c:29]2[c:30]1[n:31][cH:32][cH:33][cH:34]2)([CH3:35])[CH3:36]. The reactants are CC1=CC=C(C=C1)N1C(=CC=C1)C#N (1-(4-methylphenyl)pyrrole-2-carbonitrile), BrN1C(CCC1=O)=O (N-bromosuccinimide). Reagents/catalysts: C1=CC=CC=C1C(=O)OO (perbenzoic acid). The solvent is C(Cl)(Cl)(Cl)Cl (carbon tetrachloride). The product is BrCC1=CC=C(C=C1)N1C(=CC=C1)C#N (1-(4-Bromomethylphenyl)pyrrole-2-carbonitrile). Yield: 94.0%. RXN SMILES: [CH3:1][C:2]1[CH:7]=[CH:6][C:5]([N:8]2[CH:12]=[CH:11][CH:10]=[C:9]2[C:13]#[N:14])=[CH:4][CH:3]=1.[Br:15]N1C(=O)CCC1=O>C(Cl)(Cl)(Cl)Cl.C1C(C(OO)=O)=CC=CC=1>[Br:15][CH2:1][C:2]1[CH:7]=[CH:6][C:5]([N:8]2[CH:12]=[CH:11][CH:10]=[C:9]2[C:13]#[N:14])=[CH:4][CH:3]=1. Reported procedure: A solution of 1-(4-methylphenyl)pyrrole-2-carbonitrile (4.9 g), N-bromosuccinimide (5.5 g) and perbenzoic acid (65 mg) in carbon tetrachloride was heated under reflux in light radiation for 2 hours. After removal of insoluble materials by filtration, the filtrate was concentrated to dryness. The residue was purified by column chromatography on silica gel to afford a colorless syrup (6.6 g, 93%).